This data is from the Open Reaction Database (ORD), a public repository of structured organic reaction records. The task is: describe an organic reaction: reactants, conditions, products, and yield Starting materials: COC(=O)C1CN(Cc2ccccc2)CC1c1ccc(Cl)c(Cl)c1, CC(Cl)OC(=O)Cl. Product: COC(=O)C1CNCC1c1ccc(Cl)c(Cl)c1. Reaction SMILES: [CH2:8]([c:9]1[cH:10][cH:11][cH:12][cH:13][cH:14]1)[N:15]1[CH2:16][CH:17]([C:28](=[O:29])[O:30][CH3:31])[CH:18]([c:20]2[cH:21][c:22]([Cl:27])[c:23]([Cl:26])[cH:24][cH:25]2)[CH2:19]1.[Cl:1][C:2]([O:3][CH:4]([Cl:5])[CH3:6])=[O:7]>>[NH:15]1[CH2:16][CH:17]([C:28](=[O:29])[O:30][CH3:31])[CH:18]([c:20]2[cH:21][c:22]([Cl:27])[c:23]([Cl:26])[cH:24][cH:25]2)[CH2:19]1.